This data is from the Open Reaction Database (ORD), a public repository of structured organic reaction records. The task is: describe an organic reaction: reactants, conditions, products, and yield The reactants are CI, CCOC(=O)C(C)Oc1ccc(Oc2cnc3cc(Cl)ccc3c2)cc1, ClCCl. Product: CCOC(=O)C(C)Oc1ccc(Oc2cc3ccc(Cl)cc3[n+](C)c2)cc1, [I-]. Reaction SMILES: [CH3:27][I:28].[Cl:1][c:2]1[cH:3][cH:4][c:5]2[cH:6][c:7]([O:12][c:13]3[cH:14][cH:15][c:16]([O:17][CH:18]([C:19](=[O:20])[O:21][CH2:22][CH3:23])[CH3:24])[cH:25][cH:26]3)[cH:8][n:9][c:10]2[cH:11]1.[Cl:29][CH2:30][Cl:31]>>[Cl:1][c:2]1[cH:3][cH:4][c:5]2[cH:6][c:7]([O:12][c:13]3[cH:14][cH:15][c:16]([O:17][CH:18]([C:19](=[O:20])[O:21][CH2:22][CH3:23])[CH3:24])[cH:25][cH:26]3)[cH:8][n+:9]([CH3:27])[c:10]2[cH:11]1.[I-:28].